This data is from the Open Reaction Database (ORD), a public repository of structured organic reaction records. The task is: describe an organic reaction: reactants, conditions, products, and yield Starting materials: C1(=CC=CC=C1)S(=O)(=O)N1C(=CC=2C1=NC=C(C2)F)C(CC2CCC2)(O)C2=CC=C(C=C2)SC (1-(1-benzenesulfonyl-5-fluoro-1H-pyrrolo[2,3-b]pyridin-2-yl)-2-cyclobutyl-1-(4-methylsulfanyl-phenyl)-ethanol), I(=O)(=O)(=O)[O-].[Na+] (sodium metaperiodate). The solvent is CO (methanol), O (water). Reaction conditions: time 8 hour. Yields the product C1(=CC=CC=C1)S(=O)(=O)N1C(=CC=2C1=NC=C(C2)F)C(CC2CCC2)(O)C2=CC=C(C=C2)S(=O)C (1-(1-benzenesulfonyl-5-fluoro-1H-pyrrolo[2,3-b]pyridin-2-yl)-2-cyclobutyl-1-(4-methylsulfinyl-phenyl)-ethanol). Yield: 99.9%. RXN SMILES: [C:1]1([S:7]([N:10]2[C:14]3=[N:15][CH:16]=[C:17]([F:19])[CH:18]=[C:13]3[CH:12]=[C:11]2[C:20]([C:27]2[CH:32]=[CH:31][C:30]([S:33][CH3:34])=[CH:29][CH:28]=2)([OH:26])[CH2:21][CH:22]2[CH2:25][CH2:24][CH2:23]2)(=[O:9])=[O:8])[CH:6]=[CH:5][CH:4]=[CH:3][CH:2]=1.I([O-])(=O)(=O)=[O:36].[Na+]>CO.O>[C:1]1([S:7]([N:10]2[C:14]3=[N:15][CH:16]=[C:17]([F:19])[CH:18]=[C:13]3[CH:12]=[C:11]2[C:20]([C:27]2[CH:28]=[CH:29][C:30]([S:33]([CH3:34])=[O:36])=[CH:31][CH:32]=2)([OH:26])[CH2:21][CH:22]2[CH2:25][CH2:24][CH2:23]2)(=[O:8])=[O:9])[CH:2]=[CH:3][CH:4]=[CH:5][CH:6]=1 |f:1.2|. Reported procedure: To a stirred solution of 1-(1-benzenesulfonyl-5-fluoro-1H-pyrrolo[2,3-b]pyridin-2-yl)-2-cyclobutyl-1-(4-methylsulfanyl-phenyl)-ethanol (500 mg, 1 mmol) in methanol (50 mL) and water (10 mL) was added sodium metaperiodate (440 mg, 2 mmol) at room temperature. The resulting mixture was stirred at room temperature for 8 h, extracted with ethyl acetate, washed with brine, dried over anhydrous sodium sulfate. The solvent was evaporated in vacuo to give 1-(1-benzenesulfonyl-5-fluoro-1H-pyrrolo[2,3-b]p... Reactants: BrCC1=CC=C(C=C1)C1=NOC(=C1)C(=O)N (3-(4-bromomethyl-phenyl)-isoxazole-5-carboxylic acid amide), BrCC1=CC=C(C=C1)C1=NOC(=C1)C(=O)N (3-(4-bromomethyl-phenyl)-isoxazole-5-carboxylic acid amide), ClC=1C=C(C=CC1)O (3-chlorophenol), C(=O)([O-])[O-].[K+].[K+] (K2CO3). Run in CC#N (CH3CN). Conditions: temperature 90 celsius. Product: ClC=1C=C(OCC2=CC=C(C=C2)C2=NOC(=C2)C(=O)N)C=CC1 (3-[4-(3-chloro-phenoxymethyl)-phenyl]-isoxazole-5-carboxylic acid amide). Isolated yield 70.7%. As a reaction SMILES: Br[CH2:2][C:3]1[CH:8]=[CH:7][C:6]([C:9]2[CH:13]=[C:12]([C:14]([NH2:16])=[O:15])[O:11][N:10]=2)=[CH:5][CH:4]=1.[Cl:17][C:18]1[CH:19]=[C:20]([OH:24])[CH:21]=[CH:22][CH:23]=1.C([O-])([O-])=O.[K+].[K+]>CC#N>[Cl:17][C:18]1[CH:19]=[C:20]([CH:21]=[CH:22][CH:23]=1)[O:24][CH2:2][C:3]1[CH:8]=[CH:7][C:6]([C:9]2[CH:13]=[C:12]([C:14]([NH2:16])=[O:15])[O:11][N:10]=2)=[CH:5][CH:4]=1 |f:2.3.4|. Procedure details: To a mixture of 3-(4-bromomethyl-phenyl)-isoxazole-5-carboxylic acid amide (which may be prepared as described in Preparation of Intermediate 14; 40 mg, 0.142 mmol) in CH3CN (2 mL) were added 3-chlorophenol (28 mg, 0.22 mmol) and K2CO3 (40 mg, 0.29 mmol). The mixture was heated at 90° C. for 4 h and then evaporated to dryness. The residue was purified by chromatography (66-75% EtOAc/hexanes) to give 3-[4-(3-chloro-phenoxymethyl)-phenyl]-isoxazole-5-carboxylic acid amide (33 mg, 71%) as a white s...